This data is from the Open Reaction Database (ORD), a public repository of structured organic reaction records. The task is: describe an organic reaction: reactants, conditions, products, and yield Reactants: CC(C)C(NC(=O)OCc1ccccc1)C(=O)O, CN(C)c1ccccn1, ClCCl, COc1ccc(COC(=O)Cc2ccccc2O)cc1. Product: COc1ccc(COC(=O)Cc2ccccc2OC(=O)C(NC(=O)OCc2ccccc2)C(C)C)cc1. RXN SMILES: [C:30](=[O:31])([O:32][CH2:33][c:34]1[cH:35][cH:36][cH:37][cH:38][cH:39]1)[NH:40][CH:41]([CH:42]([CH3:43])[CH3:44])[C:45](=[O:46])[OH:47].[CH3:21][N:22]([c:23]1[cH:24][cH:25][cH:26][cH:27][n:28]1)[CH3:29].[Cl:48][CH2:49][Cl:50].[OH:1][c:2]1[c:3]([CH2:8][C:9](=[O:10])[O:11][CH2:12][c:13]2[cH:14][cH:15][c:16]([O:19][CH3:20])[cH:17][cH:18]2)[cH:4][cH:5][cH:6][cH:7]1>>[O:1]([c:2]1[c:3]([CH2:8][C:9](=[O:10])[O:11][CH2:12][c:13]2[cH:14][cH:15][c:16]([O:19][CH3:20])[cH:17][cH:18]2)[cH:4][cH:5][cH:6][cH:7]1)[C:45]([CH:41]([NH:40][C:30](=[O:31])[O:32][CH2:33][c:34]1[cH:35][cH:36][cH:37][cH:38][cH:39]1)[CH:42]([CH3:43])[CH3:44])=[O:46]. The reactants are C(C1=CC=CC=C1)(=O)C1=CC=C(C=C1)S(=O)(=O)N1CC2=C(CC1)C=CO2 (6-(4-benzoylphenylsulfonyl)-4,5,6,7-tetrahydrofuro[2,3-c]pyridine), CNC (dimethylamine), C=O (formaldehyde). Solvent: C(C)(=O)O (acetic acid). Conditions: temperature 100 celsius, time 0.5 hour. Yields the product CN(C)CC1=CC2=C(CN(CC2)S(=O)(=O)C2=CC=C(C=C2)C(C2=CC=CC=C2)=O)O1 (N,N-dimethyl-[6-(4-benzoylphenylsulfonyl)-4,5,6,7-tetrahydrofuro[2,3-c]pyridin-2-ylmethyl]amine). RXN SMILES: [C:1]([C:9]1[CH:14]=[CH:13][C:12]([S:15]([N:18]2[CH2:23][CH2:22][C:21]3[CH:24]=[CH:25][O:26][C:20]=3[CH2:19]2)(=[O:17])=[O:16])=[CH:11][CH:10]=1)(=[O:8])[C:2]1[CH:7]=[CH:6][CH:5]=[CH:4][CH:3]=1.[CH3:27][NH:28][CH3:29].[CH2:30]=O>C(O)(=O)C>[CH3:27][N:28]([CH2:30][C:25]1[O:26][C:20]2[CH2:19][N:18]([S:15]([C:12]3[CH:13]=[CH:14][C:9]([C:1](=[O:8])[C:2]4[CH:3]=[CH:4][CH:5]=[CH:6][CH:7]=4)=[CH:10][CH:11]=3)(=[O:16])=[O:17])[CH2:23][CH2:22][C:21]=2[CH:24]=1)[CH3:29]. Reported procedure: To a solution of 0.111 g (0.302 mmol) of 6-(4-benzoylphenylsulfonyl)-4,5,6,7-tetrahydrofuro[2,3-c]pyridine in 10 ml of acetic acid, 41 mg (0.45 mmol) of 50% aqueous dimethylamine and 37 mg (0.45 mmol) of 37% aqueous formaldehyde were added, followed by stirring at 100° C. for 0.5 hours. After the solvent was distilled off under reduced pressure, the residual solution was alkalified with aqueous sodium hydroxide and extracted with ethyl acetate 3 times. The combined organic layer was dried over a... The reactants are [OH-].[Na+] (NaOH), C=O (formaldehyde), C1(CCCCC1)CC1C(NC(CC1O)(C)C)(C)C (3-cyclohexylmethyl-2,2,6,6-tetramethyl-4-piperidinol), C(=O)O (formic acid). Solvent: O1CCOCC1 (dioxane), O1CCOCC1 (dioxane). Conditions: temperature 80 celsius, time 2 hour. Yields the product C1(CCCCC1)CC1C(N(C(CC1O)(C)C)C)(C)C (3-Cyclohexylmethyl-1,2,2,6,6-pentamethyl-4-piperidinol). The yield is 98.5%. RXN SMILES: [CH:1]1([CH2:7][CH:8]2[CH:13]([OH:14])[CH2:12][C:11]([CH3:16])([CH3:15])[NH:10][C:9]2([CH3:18])[CH3:17])[CH2:6][CH2:5][CH2:4][CH2:3][CH2:2]1.[CH:19](O)=O.C=O.[OH-].[Na+]>O1CCOCC1>[CH:1]1([CH2:7][CH:8]2[CH:13]([OH:14])[CH2:12][C:11]([CH3:16])([CH3:15])[N:10]([CH3:19])[C:9]2([CH3:18])[CH3:17])[CH2:6][CH2:5][CH2:4][CH2:3][CH2:2]1 |f:3.4|. Procedure details: Into a 100 ml-flask equipped with a thermometer, a cooling tube, a dropping funnel and a magnetic stirrer were introduced 3.8 g (15 mmol) of 3-cyclohexylmethyl-2,2,6,6-tetramethyl-4-piperidinol prepared in Example B1, 70 ml of dioxane and 0.78 g (17 mmol) of formic acid, and the content of the flask was heated to 80° C. When the temperature of the content of the flask was constant, 2.44 g (30 mmol) of 37% aqueous formaldehyde dissolved in 20 ml of dioxane was added gradually through the dropping... The reactants are BrC1=CC=NC=C1 (4-bromopyridine), C1COC2(CCC(CC2)=O)O1 (1,4-cyclohexanedione monoethyleneacetal), C(CCC)[Li] (n-butyl lithium), [Cl-].[NH4+] (ammonium chloride). Solvent: CCOCC (ether), O1CCCC1 (tetrahydrofuran), CCCCCC (hexane), CCOCC (ether). Product: C1COC2(CCC(CC2)(C2=CC=NC=C2)O)O1 (4-hydroxy-4-(4-pyridyl)cyclohexanone ethyleneacetal). Isolated yield 67.2%. Reaction SMILES: C([Li])CCC.Br[C:7]1[CH:12]=[CH:11][N:10]=[CH:9][CH:8]=1.[CH2:13]1[O:23][C:16]2([CH2:21][CH2:20][C:19](=[O:22])[CH2:18][CH2:17]2)[O:15][CH2:14]1.[Cl-].[NH4+]>CCCCCC.CCOCC.O1CCCC1>[CH2:14]1[O:15][C:16]2([CH2:21][CH2:20][C:19]([OH:22])([C:7]3[CH:12]=[CH:11][N:10]=[CH:9][CH:8]=3)[CH2:18][CH2:17]2)[O:23][CH2:13]1 |f:3.4|. Procedure details: Thirty-five ml of ether was cooled to -78° C., to which 20 ml of a 1.6 mol n-butyl lithium solution in hexane was added. Next, 5 g of 4-bromopyridine was dissolved in 30 ml of ether and the solution was added to the mixture. Then, a solution of 5 g of 1,4-cyclohexanedione monoethyleneacetal in 30 ml of tetrahydrofuran was added to the mixture. After completion of the reaction, the reaction solution was poured into saturated ammonium chloride aqueous solution. The mixture was extracted with chlor... The reactants are solution, 4-N, Cl.O1CCOCC1 (HCl dioxane), 2.65, C(C)(C)(C)OC(=O)N[C@H](C1=CC=CC=C1)CSC (N-tert-butoxycarbonyl-(R)-α-methylthiomethylbenzylamine). Conditions: time 1 hour. Product: Cl.CSC[C@@H](C1=CC=CC=C1)N ((R)-α-methylthiomethylbenzylamine hydrochloride). RXN SMILES: [ClH:1].O1CCOCC1.C(OC([NH:15][C@@H:16]([CH2:23][S:24][CH3:25])[C:17]1[CH:22]=[CH:21][CH:20]=[CH:19][CH:18]=1)=O)(C)(C)C>>[ClH:1].[CH3:25][S:24][CH2:23][C@H:16]([NH2:15])[C:17]1[CH:22]=[CH:21][CH:20]=[CH:19][CH:18]=1 |f:0.1,3.4|. Reported procedure: A solution (35 ml) of 4-N HCl/dioxane was added to 2.65 (10.0 mmols) of N-tert-butoxycarbonyl-(R)-α-methylthiomethylbenzylamine, and the mixture was stirred at room temperature for 1 hour. The reaction solution was concentrated under reduced pressure, and the residue was concentrated with the addition of 30 ml of ether to obtain (R)-α-methylthiomethylbenzylamine hydrochloride in a quantitative yield.